This data is from the Open Reaction Database (ORD), a public repository of structured organic reaction records. The task is: describe an organic reaction: reactants, conditions, products, and yield The reactants are NC(CC(C(=O)OCC)C)C1=C(C=CC=C1OC)OC (ethyl 4-amino-4-(2,6-dimethoxyphenyl)-2-methylbutanoate), FC=1C=C(C=O)C=CC1OC(F)(F)F (3-fluoro-4-(trifluoromethoxy)benzaldehyde). Yields the product COC1=C(C(=CC=C1)OC)C1CC(C(N1CC1=CC(=C(C=C1)OC(F)(F)F)F)=O)C (5-(2,6-dimethoxyphenyl)-1-(3-fluoro-4-(trifluoromethoxy)benzyl)-3-methylpyrrolidin-2-one). As a reaction SMILES: [NH2:1][CH:2]([C:11]1[C:16]([O:17][CH3:18])=[CH:15][CH:14]=[CH:13][C:12]=1[O:19][CH3:20])[CH2:3][CH:4]([CH3:10])[C:5]([O:7]CC)=O.[F:21][C:22]1[CH:23]=[C:24]([CH:27]=[CH:28][C:29]=1[O:30][C:31]([F:34])([F:33])[F:32])[CH:25]=O>>[CH3:18][O:17][C:16]1[CH:15]=[CH:14][CH:13]=[C:12]([O:19][CH3:20])[C:11]=1[CH:2]1[N:1]([CH2:25][C:24]2[CH:27]=[CH:28][C:29]([O:30][C:31]([F:32])([F:33])[F:34])=[C:22]([F:21])[CH:23]=2)[C:5](=[O:7])[CH:4]([CH3:10])[CH2:3]1. Procedure: Prepared according to the described general procedure 2 (GP2) by reaction of ethyl 4-amino-4-(2,6-dimethoxyphenyl)-2-methylbutanoate with commercially available 3-fluoro-4-(trifluoromethoxy)benzaldehyde. Subsequent purification by preparative HPLC afforded the target compound. LC-MS (conditions A): tR=0.94 min.; [M+H]+: 427.98 g/mol.